From a dataset of the Open Reaction Database (ORD), a public repository of structured organic reaction records. describe an organic reaction: reactants, conditions, products, and yield Reactants: C(C)(C)(C)OC(=O)N1CCC(CC1)=O (4-oxo-piperidine-1-carboxylic acid tert-butyl ester), C(C)N (ethylamine), TEA, COC1=CC=C(C=C1)S(=O)(=O)Cl (4-methoxy-benzenesulfonylchloride). Run in C1CCOC1 (THF), C(Cl)Cl (CH2Cl2). Reaction conditions: time 2 hour. Product: C(C)(C)(C)OC(=O)N1CCC(CC1)N(S(=O)(=O)C1=CC=C(C=C1)OC)CC (4-[Ethyl-(4-methoxy-benzenesulfonyl)-amino]-piperidine-1-carboxylic acid tert-butyl ester). Reaction SMILES: [C:1]([O:5][C:6]([N:8]1[CH2:13][CH2:12][C:11](=O)[CH2:10][CH2:9]1)=[O:7])([CH3:4])([CH3:3])[CH3:2].[CH2:15]([NH2:17])[CH3:16].[CH3:18][O:19][C:20]1[CH:25]=[CH:24][C:23]([S:26](Cl)(=[O:28])=[O:27])=[CH:22][CH:21]=1>C1COCC1.C(Cl)Cl>[C:1]([O:5][C:6]([N:8]1[CH2:13][CH2:12][CH:11]([N:17]([CH2:15][CH3:16])[S:26]([C:23]2[CH:22]=[CH:21][C:20]([O:19][CH3:18])=[CH:25][CH:24]=2)(=[O:28])=[O:27])[CH2:10][CH2:9]1)=[O:7])([CH3:4])([CH3:3])[CH3:2]. Procedure details: A mixture of commercially available 4-oxo-piperidine-1-carboxylic acid tert-butyl ester (5.58 g, 28 mmol) and ethylamine (2 M in THF, 50 mL, 100 mmol) in THF (100 mL) is stirred at r.t. for 2 h. NaBHAc3 (8.9 g, 42 mmol) is added and the mixture is stirred for 15 h. The mixture is quenched with 1 M aq. NaOH (100 mL) and stirred at r.t. for 6 h. The mixture is extracted with CH2Cl2 (150 mL, then 4×50 mL) and the combined organic extracts are washed with 1 M aq. NaOH (30 mL). The organic phase is d... Starting materials: FC1=C2C=C(N(C2=C(C=C1)N(S(=O)(=O)C=1SC=CC1)C)COC)C(=O)N (4-fluoro-1-(methoxymethyl)-7-[methyl(2-thienylsulfonyl)amino]-1H-indole-2-carboxamide), COC=1C=CC(=CC1)P2(=S)SP(=S)(S2)C=3C=CC(=CC3)OC (Lawesson's reagent). Solvent: O1CCCC1 (tetrahydrofuran). Conditions: temperature 60 celsius, time 3 hour. The product is FC1=C2C=C(N(C2=C(C=C1)N(S(=O)(=O)C=1SC=CC1)C)COC)C(N)=S (4-Fluoro-1-(methoxymethyl)-7-[methyl(2-thienylsulfonyl)amino]-1H-indole-2-carbothioamide). Isolated yield 58.6%. As a reaction SMILES: [F:1][C:2]1[CH:10]=[CH:9][C:8]([N:11]([CH3:20])[S:12]([C:15]2[S:16][CH:17]=[CH:18][CH:19]=2)(=[O:14])=[O:13])=[C:7]2[C:3]=1[CH:4]=[C:5]([C:24]([NH2:26])=O)[N:6]2[CH2:21][O:22][CH3:23].COC1C=CC(P2(SP(C3C=CC(OC)=CC=3)(=S)S2)=[S:36])=CC=1>O1CCCC1>[F:1][C:2]1[CH:10]=[CH:9][C:8]([N:11]([CH3:20])[S:12]([C:15]2[S:16][CH:17]=[CH:18][CH:19]=2)(=[O:14])=[O:13])=[C:7]2[C:3]=1[CH:4]=[C:5]([C:24](=[S:36])[NH2:26])[N:6]2[CH2:21][O:22][CH3:23]. Procedure details: A mixture of 4-fluoro-1-(methoxymethyl)-7-[methyl(2-thienylsulfonyl)amino]-1H-indole-2-carboxamide (0.41 g), Lawesson's reagent (0.50 g) and tetrahydrofuran (40 mL) was stirred at 60° C. for 3 hr. The reaction solution was concentrated under reduced pressure, and the obtained residue was subjected to silica gel column chromatography (ethyl acetate:hexane=2:8-4:6) to give the title compound (0.25 g, yield 59%) as pale-yellow crystals. The reactants are O(C1=CC=CC=C1)C1=CC=C(N)C=C1 (4-phenoxyaniline), C(C=O)(=O)O (glyoxylic acid), COC1=C(C=C)C=CC(=C1C)OC (2,4-dimethoxy-3-methylstyrene). The product is COC1=C(C=CC(=C1C)OC)C1CC(NC2=CC=C(C=C12)OC1=CC=CC=C1)C(=O)O (4-(2,4-dimethoxy-3-methylphenyl)-6-phenoxy-1,2,3,4-tetrahydroquinoline-2-carboxylic Acid). RXN SMILES: [O:1]([C:8]1[CH:14]=[CH:13][C:11]([NH2:12])=[CH:10][CH:9]=1)[C:2]1[CH:7]=[CH:6][CH:5]=[CH:4][CH:3]=1.[C:15]([OH:19])(=[O:18])[CH:16]=O.[CH3:20][O:21][C:22]1[C:29]([CH3:30])=[C:28]([O:31][CH3:32])[CH:27]=[CH:26][C:23]=1[CH:24]=[CH2:25]>>[CH3:20][O:21][C:22]1[C:29]([CH3:30])=[C:28]([O:31][CH3:32])[CH:27]=[CH:26][C:23]=1[CH:24]1[C:10]2[C:11](=[CH:13][CH:14]=[C:8]([O:1][C:2]3[CH:3]=[CH:4][CH:5]=[CH:6][CH:7]=3)[CH:9]=2)[NH:12][CH:16]([C:15]([OH:19])=[O:18])[CH2:25]1. Procedure: Compound 75 was prepared from 4-phenoxyaniline, glyoxylic acid and 2,4-dimethoxy-3-methylstyrene by the automated process. The reactants are FC(C(C(F)(F)F)(O)C1=CC=C(CN2C(CN(CC2)C(=O)OC(C)(C)C)=O)C=C1)(F)F (tert-butyl 4-(4-(1,1,1,3,3,3-hexafluoro-2-hydroxypropan-2-yl)benzyl)-3-oxopiperazine-1-carboxylate), FC(C(=O)O)(F)F (trifluoroacetic acid). Run in ClCCl (dichloromethane). Run at time 5 hour. Product: FC(C(C(F)(F)F)(O)C1=CC=C(CN2C(CNCC2)=O)C=C1)(F)F (1-(4-(1,1,1,3,3,3-Hexafluoro-2-hydroxypropan-2-yl)benzyl)piperazin-2-one). Yield: 85.8%. RXN SMILES: [F:1][C:2]([F:31])([F:30])[C:3]([C:9]1[CH:29]=[CH:28][C:12]([CH2:13][N:14]2[CH2:19][CH2:18][N:17](C(OC(C)(C)C)=O)[CH2:16][C:15]2=[O:27])=[CH:11][CH:10]=1)([OH:8])[C:4]([F:7])([F:6])[F:5].FC(F)(F)C(O)=O>ClCCl>[F:30][C:2]([F:1])([F:31])[C:3]([C:9]1[CH:10]=[CH:11][C:12]([CH2:13][N:14]2[CH2:19][CH2:18][NH:17][CH2:16][C:15]2=[O:27])=[CH:28][CH:29]=1)([OH:8])[C:4]([F:7])([F:6])[F:5]. Procedure details: To a stirring solution of tert-butyl 4-(4-(1,1,1,3,3,3-hexafluoro-2-hydroxypropan-2-yl)benzyl)-3-oxopiperazine-1-carboxylate (3.05 mmol, 1.39 g) in dichloromethane (15 mL) was added trifluoroacetic acid (30.5 mmol, 3.47 g) and the mixture allowed to stir at room temperature for 5 hours. The reaction mixture was concentrated and the resulting residue purified by strong cation exchange column chromatography to afford the title compound (932 mg). MS (ESI) m/z 357.0 [M+H]+ Starting materials: C(CCC)NC1=NC(=C2N=C(N(C2=N1)CCCCN1CCCCCC1)OC)N (N2-Butyl-9-[4-(hexahydro-1H-azepin-1-yl)butyl]-8-(methyloxy)-9H-purine-2,6-diamine), FC(C(=O)O)(F)F.C[C@@H](CCC)OC=1NC(=C2N=C(N=C2N1)OC)N (2-{[(1S)-1-methylbutyl]oxy}-8-(methyloxy)-1H-purin-6-amine trifluoroacetate), BrCCCCCl (1-bromo-4-chlorobutane), N1CCCCCC1 (hexahydro-1H-azepine). Product: N1(CCCCCC1)CCCCN1C2=NC(=NC(=C2N=C1OC)N)O[C@H](CCC)C (9-[4-(Hexahydro-1H-azepin-1-yl)butyl]-2-{[(1S)-1-methylbutyl]oxy}-8-(methyloxy)-9H-purin-6-amine). RXN SMILES: C(N[C:6]1[N:14]=[C:13]2[C:9]([N:10]=[C:11]([O:26][CH3:27])[N:12]2[CH2:15][CH2:16][CH2:17][CH2:18][N:19]2[CH2:25][CH2:24][CH2:23][CH2:22][CH2:21][CH2:20]2)=[C:8]([NH2:28])[N:7]=1)CCC.FC(F)(F)C(O)=O.[CH3:36][C@H:37]([O:41]C1NC(N)=C2C(N=1)=NC(OC)=N2)[CH2:38][CH2:39][CH3:40].BrCCCCCl.N1CCCCCC1>>[N:19]1([CH2:18][CH2:17][CH2:16][CH2:15][N:12]2[C:11]([O:26][CH3:27])=[N:10][C:9]3[C:13]2=[N:14][C:6]([O:41][C@@H:37]([CH3:36])[CH2:38][CH2:39][CH3:40])=[N:7][C:8]=3[NH2:28])[CH2:20][CH2:21][CH2:22][CH2:23][CH2:24][CH2:25]1 |f:1.2|. Reported procedure: Prepared similarly to Intermediate 36 from 2-{[(1S)-1-methylbutyl]oxy}-8-(methyloxy)-1H-purin-6-amine trifluoroacetate, 1-bromo-4-chlorobutane, and hexahydro-1H-azepine but with three sequential MDAPs using Method B followed by Method A (×2).